Dataset: the Open Reaction Database (ORD), a public repository of structured organic reaction records. Task: describe an organic reaction: reactants, conditions, products, and yield The reactants are C1(C=2C(C(N1CCCCSC1=CC=NC=C1)=O)=CC=CC2)=O (4-(4-phthalimidobutylthio)pyridine), [BH4-].[Na+] (sodium borohydride). The solvent is C(C)O (ethanol). Run at time 2.5 hour. The product is OC1N(C(C2=CC=CC=C12)=O)CCCCSC1=CC=NC=C1 (4-[4-(3-hydroxyisoindolin-1-on-2-yl)butylthio]pyridine). Isolated yield 0.0%. As a reaction SMILES: [C:1]1(=[O:22])[N:5]([CH2:6][CH2:7][CH2:8][CH2:9][S:10][C:11]2[CH:16]=[CH:15][N:14]=[CH:13][CH:12]=2)[C:4](=[O:17])[C:3]2=[CH:18][CH:19]=[CH:20][CH:21]=[C:2]12.[BH4-].[Na+]>C(O)C>[OH:22][CH:1]1[C:2]2[C:3](=[CH:18][CH:19]=[CH:20][CH:21]=2)[C:4](=[O:17])[N:5]1[CH2:6][CH2:7][CH2:8][CH2:9][S:10][C:11]1[CH:16]=[CH:15][N:14]=[CH:13][CH:12]=1 |f:1.2|. Procedure details: To a solution of 6.25 g (20.0 mol) of 4-(4-phthalimidobutylthio)pyridine in 300 ml of ethanol, 1.51 g (40 mmol) of sodium borohydride was added, and the mixture was stirred at room temperature for 2.5 hours. The solvent was distilled off and saturated saline was added to the residue. The mixture was extracted with chloroform and the extract was dried over anhydrous magnesium sulfate. The solvent was distilled off and the residue was purified by column chromatography (eluent: ethyl acetate) to gi...